Dataset: the Open Reaction Database (ORD), a public repository of structured organic reaction records. Task: describe an organic reaction: reactants, conditions, products, and yield The reactants are ClC=1C=C(C=CC1F)NC1=NC=NC2=CC(=C(C=C12)OCCCN1CC2N(CCCC2C1)C(=O)OC(C)(C)C)OC (tert-butyl 6-(3-((4-((3-chloro-4-fluorophenyl)amino)-7-methoxyquinazolin-6-yl)oxy)propyl)octahydro-1H-pyrrolo[3,4-b]pyridine-1-carboxylate), Cl (HCl). Run in C(Cl)Cl (CH2Cl2), CO (MeOH). Product: ClC=1C=C(C=CC1F)NC1=NC=NC2=CC(=C(C=C12)OCCCN1CC2NCCCC2C1)OC (N-(3-chloro-4-fluorophenyl)-6-(3-(hexahydro-1H-pyrrolo[3,4-b]pyridin-6(2H)-yl)propoxy)-7-methoxyquinazolin-4-amine). Isolated yield 140.7%. As a reaction SMILES: [Cl:1][C:2]1[CH:3]=[C:4]([NH:9][C:10]2[C:19]3[C:14](=[CH:15][C:16]([O:40][CH3:41])=[C:17]([O:20][CH2:21][CH2:22][CH2:23][N:24]4[CH2:32][CH:31]5[CH:26]([N:27](C(OC(C)(C)C)=O)[CH2:28][CH2:29][CH2:30]5)[CH2:25]4)[CH:18]=3)[N:13]=[CH:12][N:11]=2)[CH:5]=[CH:6][C:7]=1[F:8].Cl>C(Cl)Cl.CO>[Cl:1][C:2]1[CH:3]=[C:4]([NH:9][C:10]2[C:19]3[C:14](=[CH:15][C:16]([O:40][CH3:41])=[C:17]([O:20][CH2:21][CH2:22][CH2:23][N:24]4[CH2:32][CH:31]5[CH:26]([NH:27][CH2:28][CH2:29][CH2:30]5)[CH2:25]4)[CH:18]=3)[N:13]=[CH:12][N:11]=2)[CH:5]=[CH:6][C:7]=1[F:8]. Reported procedure: To a solution of tert-butyl 6-(3-((4-((3-chloro-4-fluorophenyl)amino)-7-methoxyquinazolin-6-yl)oxy)propyl)octahydro-1H-pyrrolo[3,4-b]pyridine-1-carboxylate (0.60 g) in CH2Cl2 was added a saturated solution of HCl in MeOH. Solid was precipitated out after 2 h reaction. The reaction mixture was filtered, and the residue was dried to give the title compound as a pale yellow solid (0.70 g, 80.00%), HPLC: 96.00%. The compound was characterized by the following spectroscopic data: MS (ESI, pos. ion) m... Product: COc1nc(Nc2ccc(-n3cnc(C)c3)c(OC)c2)nc(-c2ccc(F)cc2)n1. The reactants are COc1nc(Cl)nc(Nc2ccc(-n3cnc(C)c3)c(OC)c2)n1, OB(O)c1ccc(F)cc1, [Na+], [Na+], O=C([O-])[O-], C1COCCO1, O. RXN SMILES: [Cl:1][c:2]1[n:3][c:4]([NH:10][c:11]2[cH:12][c:13]([O:23][CH3:24])[c:14](-[n:17]3[cH:18][n:19][c:20]([CH3:22])[cH:21]3)[cH:15][cH:16]2)[n:5][c:6]([O:8][CH3:9])[n:7]1.[F:25][c:26]1[cH:27][cH:28][c:29]([B:32]([OH:33])[OH:34])[cH:30][cH:31]1.[Na+:35].[Na+:36].[O-:37][C:38](=[O:39])[O-:40].[O:41]1[CH2:42][CH2:43][O:44][CH2:45][CH2:46]1.[OH2:47]>>[c:2]1(-[c:29]2[cH:28][cH:27][c:26]([F:25])[cH:31][cH:30]2)[n:3][c:4]([NH:10][c:11]2[cH:12][c:13]([O:23][CH3:24])[c:14](-[n:17]3[cH:18][n:19][c:20]([CH3:22])[cH:21]3)[cH:15][cH:16]2)[n:5][c:6]([O:8][CH3:9])[n:7]1. The reactants are C(O)([O-])=O.[Na+] (sodium hydrogencarbonate), CC1=C(C(C(=C(C1=O)C)C)=O)C(CCCCCCOC1=CC=C(C(=O)O)C=C1)C1=CC=CC=C1 (4-[7-(3,5,6-trimethyl-1,4-benzoquinon-2-yl)-7-phenylheptoxy]benzoic acid), S(=O)(Cl)Cl (thionyl chloride), Cl.NO (hydroxylamine hydrochloride). Solvent: O (water), ClCCl (dichloromethane), CN(C=O)C (dimethylformamide). Conditions: temperature 40 celsius, time 1 hour. Yields the product CC1=C(C(C(=C(C1=O)C)C)=O)C(CCCCCCOC1=CC=C(C(=O)NO)C=C1)C1=CC=CC=C1 (4-[7-(3,5,6-trimethyl-1,4-benzoquinon-2-yl)-7-phenylheptoxy]benzohydroxamic acid). Yield: 120.6%. RXN SMILES: [CH3:1][C:2]1[C:7](=[O:8])[C:6]([CH3:9])=[C:5]([CH3:10])[C:4](=[O:11])[C:3]=1[CH:12]([C:29]1[CH:34]=[CH:33][CH:32]=[CH:31][CH:30]=1)[CH2:13][CH2:14][CH2:15][CH2:16][CH2:17][CH2:18][O:19][C:20]1[CH:28]=[CH:27][C:23]([C:24](O)=[O:25])=[CH:22][CH:21]=1.S(Cl)(Cl)=O.Cl.[NH2:40][OH:41].C(=O)([O-])O.[Na+]>ClCCl.O.CN(C)C=O>[CH3:1][C:2]1[C:7](=[O:8])[C:6]([CH3:9])=[C:5]([CH3:10])[C:4](=[O:11])[C:3]=1[CH:12]([C:29]1[CH:34]=[CH:33][CH:32]=[CH:31][CH:30]=1)[CH2:13][CH2:14][CH2:15][CH2:16][CH2:17][CH2:18][O:19][C:20]1[CH:28]=[CH:27][C:23]([C:24]([NH:40][OH:41])=[O:25])=[CH:22][CH:21]=1 |f:2.3,4.5|. Reported procedure: To a solution of 0.92 g (2.0 mmole) of 4-[7-(3,5,6-trimethyl-1,4-benzoquinon-2-yl)-7-phenylheptoxy]benzoic acid in dichloromethane (10 ml) were added 0.44 ml (2×3 mmole) of thionyl chloride and dimethylformamide (8 μl), and the mixture was stirred at 40° C. for 1 hour. The solvent was distilled off, and the residue was dissolved in tetrahydrofuran (10 ml), followed by ice-cooling. After 0.21 g (2×1.5 mmole) of hydroxylamine hydrochloride was added, a solution of 0.34 g (2×2 mmole) of sodium hydr... Starting materials: O=C([O-])[O-], CC#N, CN1CCCC1=O, O=C(c1ccnc(Cl)c1)N1CCc2c1ccc(F)c2F, Cl, [K+], [K+], O=C1Nc2ncccc2C2(CCNCC2)O1, O. The product is O=C1Nc2ncccc2C2(CCN(c3cc(C(=O)N4CCc5c4ccc(F)c5F)ccn3)CC2)O1. RXN SMILES: [C:38](=[O:39])([O-:40])[O-:41].[C:44](#[N:45])[CH3:46].[CH3:48][N:49]1[CH2:50][CH2:51][CH2:52][C:53]1=[O:54].[Cl:1][c:2]1[n:3][cH:4][cH:5][c:6]([C:8](=[O:9])[N:10]2[CH2:11][CH2:12][c:13]3[c:14]([F:20])[c:15]([F:19])[cH:16][cH:17][c:18]32)[cH:7]1.[ClH:21].[K+:42].[K+:43].[NH:22]1[C:23](=[O:37])[O:24][C:25]2([CH2:26][CH2:27][NH:28][CH2:29][CH2:30]2)[c:31]2[c:32]1[n:33][cH:34][cH:35][cH:36]2.[OH2:47]>>[c:2]1([N:28]2[CH2:27][CH2:26][C:25]3([O:24][C:23](=[O:37])[NH:22][c:32]4[c:31]3[cH:36][cH:35][cH:34][n:33]4)[CH2:30][CH2:29]2)[n:3][cH:4][cH:5][c:6]([C:8](=[O:9])[N:10]2[CH2:11][CH2:12][c:13]3[c:14]([F:20])[c:15]([F:19])[cH:16][cH:17][c:18]32)[cH:7]1. Starting materials: N1C(NCC2=CC=CC=C12)=S (3,4-dihydro-2(1H)-quinazolinethione), N1C(NCC2=CC=CC=C12)=S (3,4-dihydro-2(1H)-quinazolinethione), ClCC(=O)O (chloroacetic acid), C([O-])(O)=O.[Na+] (sodium bicarbonate), CN(C=O)C (dimethylformamide). Run in O (water). Reaction conditions: temperature 90 celsius. Yields the product S1CC(N2C1=NC1=CC=CC=C1C2)=O (5H-thiazolo[2,3-b]quinazolin-3(2H)-one). RXN SMILES: [NH:1]1[C:10]2[C:5](=[CH:6][CH:7]=[CH:8][CH:9]=2)[CH2:4][NH:3][C:2]1=[S:11].Cl[CH2:13][C:14](O)=[O:15].C(=O)(O)[O-].[Na+].CN(C)C=O>O>[S:11]1[C:2]2=[N:1][C:10]3[C:5]([CH2:4][N:3]2[C:14](=[O:15])[CH2:13]1)=[CH:6][CH:7]=[CH:8][CH:9]=3 |f:2.3|. Reported procedure: A mixture of 1.0 g (0.006 mol) 3,4-dihydro-2(1H)-quinazolinethione (compound II), 0.57 g (0.006 mol) chloroacetic acid, and 0.54 g (0.0065 mol) sodium bicarbonate is mixed in 31.25 ml water, and heated overnight at 90° C. Then, 12.5 ml of dimethylformamide is added, and the reaction mixture is refluxed for 61/2 hours. After cooling, 5H-thiazolo[2,3-b]quinazolin-3(2H)-one, as the precipitated solid, is filtered off and recrystallized from anhydrous ethanol. Replacement of 3,4-dihydro-2(1H)-quinaz...